Task: describe an organic reaction: reactants, conditions, products, and yield. Dataset: the Open Reaction Database (ORD), a public repository of structured organic reaction records Reactants: O (water), [OH-].[Na+] (sodium hydroxide), O (water), COC(NC1=CC=C(C=C1)N1CCOCC1)=O ((4(Morpholin-4yl)phenyl)carbamic Acid Methyl Ester), [H-].[Al+3].[Li+].[H-].[H-].[H-] (lithium aluminium hydride). The solvent is O1CCCC1 (tetrahydrofuran). Product: CNC1=CC=C(C=C1)N1CCOCC1 (Methyl-(4-(morpholin-4yl)phenyl)amine). Yield: 33.1%. RXN SMILES: CO[C:3](=O)[NH:4][C:5]1[CH:10]=[CH:9][C:8]([N:11]2[CH2:16][CH2:15][O:14][CH2:13][CH2:12]2)=[CH:7][CH:6]=1.[H-].[Al+3].[Li+].[H-].[H-].[H-].O.[OH-].[Na+]>O1CCCC1>[CH3:3][NH:4][C:5]1[CH:6]=[CH:7][C:8]([N:11]2[CH2:16][CH2:15][O:14][CH2:13][CH2:12]2)=[CH:9][CH:10]=1 |f:1.2.3.4.5.6,8.9|. Procedure details: To a stirred solution of Intermediate 6 (0.26 g) in tetrahydrofuran (30 ml) was added lithium aluminium hydride (0.2 g). The reaction was stirred at room temperature for 12 h, before water (0.2 ml), aqueous sodium hydroxide (15%, 0.2 ml) and water (0.6 ml) were added. The precipitates were removed by filtration and the filtrate dried over magnesium sulphate (2 g) and the solvent removed in vacuo. The resulting oil was purified by flash chromatography (silica, eluent 1% methanol/dichloromethane) ... Reactants: 80.8, BrCCCBr (1,3-dibromopropane), C([O-])([O-])=O.[K+].[K+] (potassium carbonate), [I-].[K+] (potassium iodide), 30, C(CCC)C1=C(C=CC=C1)O (o-n-butylphenol). Solvent: CC(=O)C (acetone), CC(=O)C (acetone). Yields the product BrCCCC=1C(=C(C=CC1)OC1=C(C(=CC=C1)CCCBr)CCCC)CCCC (3-Bromopropyl-2-n-butylphenyl ether). RXN SMILES: [CH2:1]([C:5]1[CH:10]=[CH:9][CH:8]=[CH:7][C:6]=1O)[CH2:2][CH2:3][CH3:4].Br[CH2:13][CH2:14][CH2:15][Br:16].[C:17](=[O:20])([O-])[O-].[K+].[K+].[I-].[K+]>CC(C)=O>[Br:16][CH2:15][CH2:14][CH2:13][C:6]1[C:5]([CH2:1][CH2:2][CH2:3][CH3:4])=[C:10]([O:20][C:17]2[CH:3]=[CH:2][CH:1]=[C:5]([CH2:13][CH2:14][CH2:15][Br:16])[C:6]=2[CH2:7][CH2:8][CH2:9][CH3:10])[CH:9]=[CH:8][CH:7]=1 |f:2.3.4,5.6|. Procedure details: A solution of 30 parts of o-n-butylphenol in 150 parts of dry acetone was added dropwise over 5 hours to a stirred refluxing suspension of 80.8 parts of 1,3-dibromopropane, 27.6 parts of anydrous potassium carbonate and 0.5 parts of potassium iodide in 170 parts of dry acetone. Reactants: C(C)S(=O)(=O)Cl (ethylsulfonyl chloride), ClC=1C=C(OC2=NC=CC=C2OCCCC2=C(C=NC=C2)N)C=CC1 (2-(3-chlorophenoxy)-3-[3-(3-aminopyridin-4-yl)propoxy]-pyridine), ice water. Run in N1=CC=CC=C1 (pyridine), C(Cl)Cl (methylene chloride). Reaction conditions: time 3 hour. Yields the product ClC=1C=C(OC2=NC=CC=C2OCCCC2=C(C=NC=C2)NS(=O)(=O)C)C=CC1 (2-(3-chlorophenoxy)-3-[3-(3-methylsulfonylaminopyridin-4-yl)propoxy]pyridine). The yield is 38.4%. As a reaction SMILES: [Cl:1][C:2]1[CH:3]=[C:4]([CH:23]=[CH:24][CH:25]=1)[O:5][C:6]1[C:11]([O:12][CH2:13][CH2:14][CH2:15][C:16]2[CH:21]=[CH:20][N:19]=[CH:18][C:17]=2[NH2:22])=[CH:10][CH:9]=[CH:8][N:7]=1.[CH2:26]([S:28](Cl)(=[O:30])=[O:29])C>C(Cl)Cl.N1C=CC=CC=1>[Cl:1][C:2]1[CH:3]=[C:4]([CH:23]=[CH:24][CH:25]=1)[O:5][C:6]1[C:11]([O:12][CH2:13][CH2:14][CH2:15][C:16]2[CH:21]=[CH:20][N:19]=[CH:18][C:17]=2[NH:22][S:28]([CH3:26])(=[O:30])=[O:29])=[CH:10][CH:9]=[CH:8][N:7]=1. Reported procedure: 2-(3-Chlorophenoxy)-3-[3-(3-aminopyridin-4-yl)propoxy]pyridine (0.15 g, 0.42 mmol) obtained in Example 25 is dissolved in methylene chloride (5 ml) and pyridine (0.34 ml), and thereto is added ethylsulfonyl chloride (0.04 ml, 0.50 mmol) under ice-cooling, and the mixture is stirred for 3 hours. To the mixture is added ice-water (20 ml), and the mixture is extracted with ethyl acetate (50 ml×2). The organic layer is washed with a saturated aqueous sodium hydrogen carbonate solution (20 ml×2) and ... The reactants are C1(=CC=CS1)CS (thenylmercaptan), C(CC)N1C(C=2C(C1=O)=CC=CC2)=S (N-propylthiophthalimide). Reported procedure: Starting from thenylmercaptan and N-propylthiophthalimide there is obtained propyl-thenyl-disulphide. IR (liq.): bands inter alia at 2990, 1455, 1220, 1030, 850, 700 cm-1. RXN SMILES: [C:1]1([CH2:6][SH:7])[S:5][CH:4]=[CH:3][CH:2]=1.C(N1C(=O)C2=CC=C[CH:20]=[C:13]2[C:12]1=[S:21])CC>>[CH2:12]([S:21][S:7][CH2:6][C:1]1[S:5][CH:4]=[CH:3][CH:2]=1)[CH2:13][CH3:20]. Product: C(CC)SSCC1=CC=CS1 (propyl-thenyl-disulphide). Reactants: O=C([O-])[O-], CCCCCCC(C#N)CCC, CS(C)=O, [K+], [K+], [Na+], [Na+], O, OO, O=S([O-])[O-]. The product is CCCCCCC(CCC)C(N)=O. As a reaction SMILES: [C:15]([O-:16])(=[O:17])[O-:18].[CH2:1]([CH2:2][CH3:3])[CH:4]([C:5]#[N:6])[CH2:7][CH2:8][CH2:9][CH2:10][CH2:11][CH3:12].[CH3:28][S:29](=[O:30])[CH3:31].[K+:19].[K+:20].[Na+:25].[Na+:26].[OH2:27].[OH:13][OH:14].[S:21]([O-:22])([O-:23])=[O:24]>>[CH2:1]([CH2:2][CH3:3])[CH:4]([C:5]([NH2:6])=[O:16])[CH2:7][CH2:8][CH2:9][CH2:10][CH2:11][CH3:12].